describe an organic reaction: reactants, conditions, products, and yield From a dataset of the Open Reaction Database (ORD), a public repository of structured organic reaction records. RXN SMILES: [CH3:17][OH:18].[NH2:1][CH:2]([C:3]#[N:4])[CH:5]([CH3:6])[c:7]1[c:8]2[cH:9][cH:10][cH:11][n:12][c:13]2[cH:14][cH:15][cH:16]1.[Ni:19]>>[NH2:1][CH:2]([CH2:3][NH2:4])[CH:5]([CH3:6])[c:7]1[c:8]2[cH:9][cH:10][cH:11][n:12][c:13]2[cH:14][cH:15][cH:16]1. Product: CC(c1cccc2ncccc12)C(N)CN. The reactants are CO, CC(c1cccc2ncccc12)C(N)C#N, [Ni]. The product is O=C(Nc1ccccn1)N1CCc2ccccc2C1c1ccc(C(F)(F)F)cc1. As a reaction SMILES: [CH3:40][C:41]#[N:42].[F:1][C:2]([c:3]1[cH:4][cH:5][c:6]([CH:9]2[NH:10][CH2:11][CH2:12][c:13]3[cH:14][cH:15][cH:16][cH:17][c:18]32)[cH:7][cH:8]1)([F:19])[F:20].[n:21]1[c:22]([NH:27][C:28]([O:29][c:31]2[cH:32][cH:33][c:34]([N+:35]([O-:36])=[O:37])[cH:38][cH:39]2)=[O:30])[cH:23][cH:24][cH:25][cH:26]1>>[F:1][C:2]([c:3]1[cH:4][cH:5][c:6]([CH:9]2[N:10]([C:28]([NH:27][c:22]3[n:21][cH:26][cH:25][cH:24][cH:23]3)=[O:29])[CH2:11][CH2:12][c:13]3[cH:14][cH:15][cH:16][cH:17][c:18]32)[cH:7][cH:8]1)([F:19])[F:20]. Reactants: CC#N, FC(F)(F)c1ccc(C2NCCc3ccccc32)cc1, O=C(Nc1ccccn1)Oc1ccc([N+](=O)[O-])cc1. The reactants are ice, C(C)OC=1C=C(C=C2C=C(NC12)C(=O)O)OC=1C=NC(=CC1)S(=O)(=O)C (7-ethoxy-5-{[6-(methylsulfonyl)pyridin-3-yl]oxy}-1H-indole-2-carboxylic acid), [NH4+].ON1N=NC2=C1C=CC=C2 (1-hydroxybenzotriazole ammonium salt), Cl.C(C)N=C=NCCCN(C)C (1-ethyl-3-(3-dimethylaminopropyl)carbodiimide hydrochloride). Run in CN(C=O)C (N,N-dimethylformamide). Yields the product C(C)OC=1C=C(C=C2C=C(NC12)C(=O)N)OC=1C=NC(=CC1)S(=O)(=O)C (7-Ethoxy-5-{[6-(methylsulfonyl)pyridin-3-yl]oxy}-1H-indole-2-carboxamide). Isolated yield 81.9%. RXN SMILES: [CH2:1]([O:3][C:4]1[CH:5]=[C:6]([O:16][C:17]2[CH:18]=[N:19][C:20]([S:23]([CH3:26])(=[O:25])=[O:24])=[CH:21][CH:22]=2)[CH:7]=[C:8]2[C:12]=1[NH:11][C:10]([C:13]([OH:15])=O)=[CH:9]2)[CH3:2].[NH4+].O[N:29]1C2C=CC=CC=2N=N1.Cl.C(N=C=NCCCN(C)C)C>CN(C)C=O>[CH2:1]([O:3][C:4]1[CH:5]=[C:6]([O:16][C:17]2[CH:18]=[N:19][C:20]([S:23]([CH3:26])(=[O:24])=[O:25])=[CH:21][CH:22]=2)[CH:7]=[C:8]2[C:12]=1[NH:11][C:10]([C:13]([NH2:29])=[O:15])=[CH:9]2)[CH3:2] |f:1.2,3.4|. Procedure details: To an ice-cooled and stirred mixture of 7-ethoxy-5-{[6-(methylsulfonyl)pyridin-3-yl]oxy}-1H-indole-2-carboxylic acid (0.54 g) in N,N-dimethylformamide (20 mL) were added 1-hydroxybenzotriazole ammonium salt (0.33 g) and 1-ethyl-3-(3-dimethylaminopropyl)carbodiimide hydrochloride (0.42 g). After stirred at 4° C. to room temperature for 15 h, the reaction mixture was partitioned between ethyl acetate and water. The organic layer was washed successively with aqueous sodium hydrogen carbonate and br... The reactants are C(C)OC(=O)C1=C(N=C(S1)NOC(=O)OC(C)(C)C)C(F)(F)F (ethyl-2-tert-butoxycarbonyloxyamino-4-trifluoromethyl-thiazole-5-carboxylate), [OH-].[Na+] (NaOH), Cl (HCl). The solvent is CO (methanol). Conditions: time 8 hour. Yields the product C(C)(C)(C)OC(=O)ONC=1SC(=C(N1)C(F)(F)F)C(=O)O (2-Tert-butoxycarbonyloxyamino-4-trifluoromethyl-thiazole-5-carboxylic acid). As a reaction SMILES: C([O:3][C:4]([C:6]1[S:10][C:9]([NH:11][O:12][C:13]([O:15][C:16]([CH3:19])([CH3:18])[CH3:17])=[O:14])=[N:8][C:7]=1[C:20]([F:23])([F:22])[F:21])=[O:5])C.[OH-].[Na+].Cl>CO>[C:16]([O:15][C:13]([O:12][NH:11][C:9]1[S:10][C:6]([C:4]([OH:5])=[O:3])=[C:7]([C:20]([F:22])([F:23])[F:21])[N:8]=1)=[O:14])([CH3:19])([CH3:17])[CH3:18] |f:1.2|. Procedure: A stirred solution of ethyl-2-tert-butoxycarbonyloxyamino-4-trifluoromethyl-thiazole-5-carboxylate (6.5 g, 19.1 mmol) in methanol (100 mL) was treated with a 1N aq. NaOH solution (573 mL). The mixture was stirred at rt overnight. The solution was cooled to 0° C. and acidified with a 6 M aq. HCl solution to pH 1 and extracted with chloroform (150 mL, 6×). The chloroform extracts were combined, dried (Na2SO4), filtered and concentrated under reduced pressure and in vacuo to obtain the title acid (... Starting materials: O=C(O)C(F)(F)F, Cn1nc(NCC(=O)NC2CNC2)c2cc(C(F)(F)F)ccc21, Cn1cc(C2(O)CCC(=O)CC2)cn1. Product: Cn1cc(C2(O)CCC(N3CC(NC(=O)CNc4nn(C)c5ccc(C(F)(F)F)cc45)C3)CC2)cn1. RXN SMILES: [F:24][C:25]([F:26])([F:27])[C:28]([OH:29])=[O:30].[NH:1]1[CH2:2][CH:3]([NH:5][C:6]([CH2:7][NH:8][c:9]2[n:10][n:11]([CH3:22])[c:12]3[cH:13][cH:14][c:15]([C:18]([F:19])([F:20])[F:21])[cH:16][c:17]23)=[O:23])[CH2:4]1.[OH:31][C:32]1([c:39]2[cH:40][n:41][n:42]([CH3:44])[cH:43]2)[CH2:33][CH2:34][C:35](=[O:38])[CH2:36][CH2:37]1>>[N:1]1([CH:35]2[CH2:34][CH2:33][C:32]([OH:31])([c:39]3[cH:40][n:41][n:42]([CH3:44])[cH:43]3)[CH2:37][CH2:36]2)[CH2:2][CH:3]([NH:5][C:6]([CH2:7][NH:8][c:9]2[n:10][n:11]([CH3:22])[c:12]3[cH:13][cH:14][c:15]([C:18]([F:19])([F:20])[F:21])[cH:16][c:17]23)=[O:23])[CH2:4]1. The reactants are Cl (Hydrochloric acid), C1(=CC=CC=C1)/C(=C(/C=1C=C2C=NN(C2=CC1)C1OCCCC1)\C=1C=C2C=CC(=CC2=CC1)C(=O)O)/CC ((E)-6-(2-phenyl-1-(1-(tetrahydro-2H-pyran-2-yl)-1H-indazol-5-yl)but-1-en-1-yl)-2-naphthoic acid), CCO (EtOH), [OH-].[Li+] (Lithium hydroxide), Cl (HCl). Run in O (H2O). Reaction conditions: temperature 70 celsius, time 2 hour. Product: N1N=CC2=CC(=CC=C12)\C(=C(/CC)\C1=CC=CC=C1)\C=1C=C2C=CC(=CC2=CC1)C(=O)O ((E)-6-(1-(1H-Indazol-5-yl)-2-phenylbut-1-en-1-yl)-2-naphthoic acid). Reaction SMILES: Cl.[C:2]1(/[C:8](/[CH2:38][CH3:39])=[C:9](\[C:25]2[CH:26]=[C:27]3[C:32](=[CH:33][CH:34]=2)[CH:31]=[C:30]([C:35]([OH:37])=[O:36])[CH:29]=[CH:28]3)/[C:10]2[CH:11]=[C:12]3[C:16](=[CH:17][CH:18]=2)[N:15](C2CCCCO2)[N:14]=[CH:13]3)[CH:7]=[CH:6][CH:5]=[CH:4][CH:3]=1.CCO.[OH-].[Li+]>O>[NH:15]1[C:16]2[C:12](=[CH:11][C:10](/[C:9](/[C:25]3[CH:26]=[C:27]4[C:32](=[CH:33][CH:34]=3)[CH:31]=[C:30]([C:35]([OH:37])=[O:36])[CH:29]=[CH:28]4)=[C:8](/[C:2]3[CH:3]=[CH:4][CH:5]=[CH:6][CH:7]=3)\[CH2:38][CH3:39])=[CH:18][CH:17]=2)[CH:13]=[N:14]1 |f:3.4|. Reported procedure: Hydrochloric acid (1 mL, 2M in ethyl ether) was added to a solution of (E)-6-(2-phenyl-1-(1-(tetrahydro-2H-pyran-2-yl)-1H-indazol-5-yl)but-1-en-1-yl)-2-naphthoic acid (190 mg, 0.38 mmol) and EtOH (5 mL). The reaction was heated at 70° C. for 30 min, concentrated, and then redissolved in THF:EtOH (1:1, 5 mL). Lithium hydroxide (90 mg, 3.8 mmol) in H2O was added. The reaction was stirred at room temperature for 2 h, acidified to pH 3 with 1.0 M aqueous HCl soln, and then extracted with EtOAc (×2).... The reactants are C(C)OC(=O)C=1C(C2=CC(=CC=C2C1C1=CC=CC=C1)OC)Br (1-Bromo-6-methoxy-3-phenyl-1H-indene-2-carboxylic acid ethyl ester), C(C)O (ethanol). The reagents and catalysts are [N+](=O)([O-])[O-].[Ag+] (silver nitrate). Run at time 3.5 hour. Product: C(C)OC(=O)C=1C(C2=CC(=CC=C2C1C1=CC=CC=C1)OC)OCC (1-ethoxy-6-methoxy-3-phenyl-1H-indene-2-carboxylic Acid Ethyl Ester). Yield: 52.0%. RXN SMILES: [CH2:1]([O:3][C:4]([C:6]1[CH:7](Br)[C:8]2[C:13]([C:14]=1[C:15]1[CH:20]=[CH:19][CH:18]=[CH:17][CH:16]=1)=[CH:12][CH:11]=[C:10]([O:21][CH3:22])[CH:9]=2)=[O:5])[CH3:2].[CH2:24]([OH:26])[CH3:25]>[N+]([O-])([O-])=O.[Ag+]>[CH2:1]([O:3][C:4]([C:6]1[CH:7]([O:26][CH2:24][CH3:25])[C:8]2[C:13]([C:14]=1[C:15]1[CH:20]=[CH:19][CH:18]=[CH:17][CH:16]=1)=[CH:12][CH:11]=[C:10]([O:21][CH3:22])[CH:9]=2)=[O:5])[CH3:2] |f:2.3|. Procedure details: 1-Bromo-6-methoxy-3-phenyl-1H-indene-2-carboxylic acid ethyl ester (30 mg, 0.09 mmol) obtained in Example 18 was dissolved in ethanol (3 mL), silver nitrate (15.50 mg, 0.09 mmol) was added thereto, stirred for 3.5 hrs at RT, and filtered. The organic layer was separated, and concentrated under a reduced pressure. The resulting residue was purified by flash chromatography to obtain 16 mg of the titled compound (yield: 52%). Starting materials: CC1=NC=CN=C1 (2-methylpyrazine), C=O (paraformaldehyde), stainless steel. The product is OCCC1=NC=CN=C1 (2-(2-Hydroxyethyl)pyrazine). The yield is 31.5%. RXN SMILES: [CH3:1][C:2]1[CH:7]=[N:6][CH:5]=[CH:4][N:3]=1.[CH2:8]=[O:9]>>[OH:9][CH2:8][CH2:1][C:2]1[CH:7]=[N:6][CH:5]=[CH:4][N:3]=1. Reported procedure: A mixture of 90.0 g (956 mmol) of 2-methylpyrazine and 6.4 g (212 mmol) of paraformaldehyde was heated in a stainless steel autoclave at 165° C. for 5 hours, The residue was distilled under iced aspirator pressure (ca. 10 mmHg) to yield 8.28 g (32%) of a light pink oil. The reactants are C(C)(C)(C)OC(NCC1=C(C=C(C(=C1)F)N)F)=O ((4-amino-2,5-difluorobenzyl)-carbamic acid t-butyl ester), Cl (HCl), CS(=O)(=O)Cl (methanesulfonylchloride), N1=CC=CC=C1 (pyridine). The solvent is C(Cl)Cl (methylenechloride). Conditions: temperature 0 celsius. Product: C(C)(C)(C)OC(NCC1=C(C=C(C(=C1)F)S(=O)(=O)C)F)=O ((2,5-difluoro-4-methanesulfonylbenzyl)carbamic acid t-butyl ester). Isolated yield 76.9%. As a reaction SMILES: [C:1]([O:5][C:6](=[O:18])[NH:7][CH2:8][C:9]1[CH:14]=[C:13]([F:15])[C:12](N)=[CH:11][C:10]=1[F:17])([CH3:4])([CH3:3])[CH3:2].[CH3:19][S:20](Cl)(=[O:22])=[O:21].N1C=CC=CC=1.Cl>C(Cl)Cl>[C:1]([O:5][C:6](=[O:18])[NH:7][CH2:8][C:9]1[CH:14]=[C:13]([F:15])[C:12]([S:20]([CH3:19])(=[O:22])=[O:21])=[CH:11][C:10]=1[F:17])([CH3:4])([CH3:3])[CH3:2]. Reported procedure: A dried 25 ml of two-neck round bottom flask was filled with argon gas. The solution of (4-amino-2,5-difluorobenzyl)-carbamic acid t-butyl ester (0.43 g, 1.66 mmol) in methylenechloride was put into the flask and then cooled to 0° C. To the solution were added methanesulfonylchloride (1.2 eq, 1.99 mmol, 0.16 ml) and pyridine (excess, 0.5 ml) slowly, the mixture solution was refluxed for 12 hours. After confirming the completion of the reaction with TLC, the reaction solution was acidified by 10%... The reactants are BrB(Br)Br, COc1cccc(C23CCN(C)CC2Cc2c([nH]c(C(=O)NCc4ccccc4)c2C)C3)c1, CCOCC, CO, Cl. Product: Cc1c(C(=O)NCc2ccccc2)[nH]c2c1CC1CN(C)CCC1(c1cccc(O)c1)C2, Cl. Reaction SMILES: [B:34]([Br:35])([Br:36])[Br:37].[CH2:1]([c:2]1[cH:3][cH:4][cH:5][cH:6][cH:7]1)[NH:8][C:9](=[O:10])[c:11]1[c:12]([CH3:33])[c:13]2[c:14]([nH:32]1)[CH2:15][C:16]1([c:24]3[cH:25][c:26]([O:30][CH3:31])[cH:27][cH:28][cH:29]3)[CH2:17][CH2:18][N:19]([CH3:23])[CH2:20][CH:21]1[CH2:22]2.[CH3:39][CH2:40][O:41][CH2:42][CH3:43].[CH3:44][OH:45].[ClH:38]>>[CH2:1]([c:2]1[cH:3][cH:4][cH:5][cH:6][cH:7]1)[NH:8][C:9](=[O:10])[c:11]1[c:12]([CH3:33])[c:13]2[c:14]([nH:32]1)[CH2:15][C:16]1([c:24]3[cH:25][c:26]([OH:30])[cH:27][cH:28][cH:29]3)[CH2:17][CH2:18][N:19]([CH3:23])[CH2:20][CH:21]1[CH2:22]2.[ClH:38].